This data is from the Open Reaction Database (ORD), a public repository of structured organic reaction records. The task is: describe an organic reaction: reactants, conditions, products, and yield Reactants: CC(=O)NC(Cc1cc(F)cc(F)c1)C(O)CNC1(c2cccc(Br)c2)CCCCC1, CC(=O)[O-], CC(=O)[O-], Cc1csc(B(O)O)c1, COCCOC, [F-], [K+], [Pd+2], CC(C)(C)P(c1ccccc1-c1ccccc1)C(C)(C)C. Yields the product CC(=O)NC(Cc1cc(F)cc(F)c1)C(O)CNC1(c2cccc(-c3cc(C)cs3)c2)CCCCC1. Reaction SMILES: [Br:22][c:23]1[cH:24][c:25]([C:29]2([NH:35][CH2:36][CH:37]([CH:38]([CH2:39][c:40]3[cH:41][c:42]([F:47])[cH:43][c:44]([F:46])[cH:45]3)[NH:48][C:49]([CH3:50])=[O:51])[OH:52])[CH2:30][CH2:31][CH2:32][CH2:33][CH2:34]2)[cH:26][cH:27][cH:28]1.[C:70]([O-:71])(=[O:72])[CH3:73].[C:75]([O-:76])(=[O:77])[CH3:78].[CH3:53][c:54]1[cH:55][c:56]([B:59]([OH:60])[OH:61])[s:57][cH:58]1.[CH3:64][O:65][CH2:66][CH2:67][O:68][CH3:69].[F-:62].[K+:63].[Pd+2:74].[c:1]1(-[c:2]2[cH:3][cH:4][cH:5][cH:6][cH:7]2)[cH:8][cH:9][cH:10][cH:11][c:12]1[P:13]([C:14]([CH3:15])([CH3:16])[CH3:17])[C:18]([CH3:19])([CH3:20])[CH3:21]>>[c:23]1(-[c:56]2[cH:55][c:54]([CH3:53])[cH:58][s:57]2)[cH:24][c:25]([C:29]2([NH:35][CH2:36][CH:37]([CH:38]([CH2:39][c:40]3[cH:41][c:42]([F:47])[cH:43][c:44]([F:46])[cH:45]3)[NH:48][C:49]([CH3:50])=[O:51])[OH:52])[CH2:30][CH2:31][CH2:32][CH2:33][CH2:34]2)[cH:26][cH:27][cH:28]1. Reactants: C(#N)C1=CC(=C(C=C1)N=C1N(C2(CS1)CCCC2)C2CCCC2)CC (2-(4-cyano-2-ethylphenylimino)-1-cyclopentyl-3-thia-1-azaspiro[4.4]nonane), CC(C)C[AlH]CC(C)C (DIBAL), CCOC(=O)C (EtOAc). Solvent: C1(=CC=CC=C1)C (toluene). Conditions: temperature -78 celsius, time 3 hour. Yields the product C(C)C1=C(C=CC(=C1)C=O)N=C1N(C2(CS1)CCCC2)C2CCCC2 (2-(2-ethyl-4-formylphenylimino)-1-cyclopentyl-3-thia-1-azaspiro[4.4]nonane). Yield: 75.0%. As a reaction SMILES: [C:1]([C:3]1[CH:8]=[CH:7][C:6]([N:9]=[C:10]2[S:14][CH2:13][C:12]3([CH2:18][CH2:17][CH2:16][CH2:15]3)[N:11]2[CH:19]2[CH2:23][CH2:22][CH2:21][CH2:20]2)=[C:5]([CH2:24][CH3:25])[CH:4]=1)#N.CC(C[AlH]CC(C)C)C.CC[O:37]C(C)=O>C1(C)C=CC=CC=1>[CH2:24]([C:5]1[CH:4]=[C:3]([CH:1]=[O:37])[CH:8]=[CH:7][C:6]=1[N:9]=[C:10]1[S:14][CH2:13][C:12]2([CH2:18][CH2:17][CH2:16][CH2:15]2)[N:11]1[CH:19]1[CH2:23][CH2:22][CH2:21][CH2:20]1)[CH3:25]. Procedure: 2-(4-Cyano-2-ethylphenylimino)-3-thia-1-azaspiro[4.4]nonane was prepared in a manner analogous to Method C2a and the thiazolidine was alkylated in a manner analogous to Method D2b to give 2-(4-cyano-2-ethylphenylimino)-1-cyclopentyl-3-thia-1-azaspiro[4.4]nonane. To a solution of 2-(4-cyano-2-ethylphenylimino)-1-cyclopentyl-3-thia-1-azaspiro[4.4]nonane (0.21 g, 0.60 mmol) in anh. toluene (20 mL) at −78C. was added DIBAL (1.0M in toluene, 1.20 mL, 1.20 mmol). The reaction mixture was stirred at −7... Starting materials: C(CCCC)C1=CC=C(C=C1)O (4-pentylphenol), N1=CC=CC=C1 (pyridine), ClC(=O)OC1=CC=C(C=C1)[N+](=O)[O-] (4-nitrophenyl chloroformate). Run in C(Cl)Cl (methylene chloride), C(Cl)Cl (methylene chloride). Reaction conditions: time 8 hour. The product is C(CCCC)C1=CC=C(C=C1)OC(OC1=CC=C(C=C1)[N+](=O)[O-])=O (Carbonic acid (4-nitrophenyl)ester (4-pentylphenyl) ester). The yield is 27.0%. RXN SMILES: [CH2:1]([C:6]1[CH:11]=[CH:10][C:9]([OH:12])=[CH:8][CH:7]=1)[CH2:2][CH2:3][CH2:4][CH3:5].N1C=CC=CC=1.Cl[C:20]([O:22][C:23]1[CH:28]=[CH:27][C:26]([N+:29]([O-:31])=[O:30])=[CH:25][CH:24]=1)=[O:21]>C(Cl)Cl>[CH2:1]([C:6]1[CH:7]=[CH:8][C:9]([O:12][C:20](=[O:21])[O:22][C:23]2[CH:24]=[CH:25][C:26]([N+:29]([O-:31])=[O:30])=[CH:27][CH:28]=2)=[CH:10][CH:11]=1)[CH2:2][CH2:3][CH2:4][CH3:5]. Procedure details: A solution of 4-pentylphenol (20.1 g, 0.13 mol) and pyridine (10 ml, 0.13 mol) in 300 ml of methylene chloride was added under nitrogen dropwise over 45 minutes to a solution of 4-nitrophenyl chloroformate (25.28 g, 0.13 mol) in 200 ml of methylene chloride at room temperature. After the addition, the reaction was stirred overnight at room temperature. The reaction was extracted one time with 1N HCl, four times with saturated Na2CO3, dried (MgSO4) and the solvent removed under reduced pressure t... The reactants are C(C)OP(=O)(OCC)CC(=CC(=O)OCC)C (ethyl 4(diethoxyphosphoryl)-3-methyl-but-2-enoate), BrC1=C(C(=CC=2C(=CCC(C12)(C)C)C(C)CC)/C(=C(\C=O)/F)/CC)OCC ((2E)-3-(4-Bromo-8-sec-butyl-3-ethoxy-5,5-dimethyl-5,6-dihydro-naphthalen-2-yl)-2-fluoro-pent-2-enal). Product: BrC1=C(C(=CC=2C(=CCC(C12)(C)C)C(C)CC)/C(=C(\C=C\C(=C\C(=O)OCC)\C)/F)/CC)OCC (Ethyl (2E,4E,6E)-7-(4-Bromo-8-sec-butyl-3-ethoxy-5,5-dimethyl-5,6-dihydro-naphthalen-2-yl)-6-fluoro-3-methyl-nona-2,4.6-trienoate). RXN SMILES: C(OP([CH2:9][C:10]([CH3:17])=[CH:11][C:12]([O:14][CH2:15][CH3:16])=[O:13])(OCC)=O)C.[Br:18][C:19]1[C:28]2[C:27]([CH3:30])([CH3:29])[CH2:26][CH:25]=[C:24]([CH:31]([CH2:33][CH3:34])[CH3:32])[C:23]=2[CH:22]=[C:21](/[C:35](/[CH2:40][CH3:41])=[C:36](/[F:39])\[CH:37]=O)[C:20]=1[O:42][CH2:43][CH3:44]>>[Br:18][C:19]1[C:28]2[C:27]([CH3:30])([CH3:29])[CH2:26][CH:25]=[C:24]([CH:31]([CH2:33][CH3:34])[CH3:32])[C:23]=2[CH:22]=[C:21](/[C:35](/[CH2:40][CH3:41])=[C:36](/[F:39])\[CH:37]=[CH:9]\[C:10](\[CH3:17])=[CH:11]\[C:12]([O:14][CH2:15][CH3:16])=[O:13])[C:20]=1[O:42][CH2:43][CH3:44]. Reported procedure: Following General Procedure I-1, ethyl 4(diethoxyphosphoryl)-3-methyl-but-2-enoate (645 mg, 2.44 mmol) and (2E)-3-(4-Bromo-8-sec-butyl-3-ethoxy-5,5-dimethyl-5,6-dihydro-naphthalen-2-yl)-2-fluoro-pent-2-enal (Compound A-154, 333 mg, 0.81 mmol) were reacted to give the title compound as a light yellow syrup after purification by column chromatography (silica gel, 2% ethyl acetate in hexane). Reactants: O1C(CCCC1)C(C)C#C (2-tetrahydropyranyl-but-3-yne), O1CCCC1 (tetrahydrofuran), BrCC1CC1 (bromomethylcyclopropane), O1CCCC1 (tetrahydrofuran), C(CCC)[Li] (n-butyl lithium). Solvent: CN(P(N(C)C)(N(C)C)=O)C (hexamethylphosphoric triamide), CCOCC.O (ether water). Run at temperature 0 celsius, time 3 hour. Yields the product C1(CC1)CC#CC(C)C1OCCCC1 (5-cyclopropyl-2-tetrahydropyranyl-pent-3-yne). As a reaction SMILES: [O:1]1[CH2:6][CH2:5][CH2:4][CH2:3][CH:2]1[CH:7]([C:9]#[CH:10])[CH3:8].O1[CH2:15][CH2:14][CH2:13][CH2:12]1.C([Li])CCC.BrCC1CC1>CCOCC.O.CN(C)P(=O)(N(C)C)N(C)C>[CH:14]1([CH2:15][C:10]#[C:9][CH:7]([CH:2]2[CH2:3][CH2:4][CH2:5][CH2:6][O:1]2)[CH3:8])[CH2:12][CH2:13]1 |f:4.5|. Reported procedure: 2-tetrahydropyranyl-but-3-yne (1.14 parts) in 15 parts by volume of tetrahydrofuran are cooled to -20° C. and 4.63 parts by volume of 1.6N n-butyl lithium are added. The reaction mixture is allowed to warm to 0° C. and again cooled to -20° C. and then 1 part of bromomethylcyclopropane in 3 parts by volume of tetrahydrofuran are added. The reaction mixture is allowed to warm to room temperature and 15 parts by volume of hexamethylphosphoric triamide is added and the reaction is stirred over three... Reactants: CCOC(=O)NN, Cc1ccccc1, CC(=O)c1cccc(C(F)(F)F)c1, O, Cc1ccc(S(=O)(=O)O)cc1. Yields the product CCOC(=O)NN=C(C)c1cccc(C(F)(F)F)c1. As a reaction SMILES: [C:14]([NH:15][NH2:16])(=[O:17])[O:18][CH2:19][CH3:20].[CH3:33][c:34]1[cH:35][cH:36][cH:37][cH:38][cH:39]1.[F:1][C:2]([c:3]1[cH:4][c:5]([C:9]([CH3:10])=[O:11])[cH:6][cH:7][cH:8]1)([F:12])[F:13].[OH2:32].[c:21]1([CH3:22])[cH:23][cH:24][c:25]([S:26]([OH:27])(=[O:28])=[O:29])[cH:30][cH:31]1>>[F:1][C:2]([c:3]1[cH:4][c:5]([C:9]([CH3:10])=[N:16][NH:15][C:14](=[O:17])[O:18][CH2:19][CH3:20])[cH:6][cH:7][cH:8]1)([F:12])[F:13]. Reactants: FC(C(=O)O)(F)F (Trifluoroacetic acid), C(C)(C)(C)OC(CCC1=C(C=C(C=C1)OCCCOC1=CC=C(C=C1)C(C1=CC=CC=C1)=O)COC(NC1CCCCC1)=O)=O (3-{4-[3-(4-benzoyl-phenoxy)-propoxy]-2-cyclohexylcarbamoyloxymethyl-phenyl}-propionic acid tert-butyl ester). Run in C(Cl)Cl (CH2Cl2). Run at time 8 hour. The product is C(C1=CC=CC=C1)(=O)C1=CC=C(OCCCOC2=CC(=C(C=C2)CCC(=O)O)COC(NC2CCCCC2)=O)C=C1 (3-{4-[3-(4-Benzoyl-phenoxy)-propoxy]-2-cyclohexylcarbamoyloxymethyl-phenyl}-propionic acid). As a reaction SMILES: FC(F)(F)C(O)=O.C([O:12][C:13](=[O:52])[CH2:14][CH2:15][C:16]1[CH:21]=[CH:20][C:19]([O:22][CH2:23][CH2:24][CH2:25][O:26][C:27]2[CH:32]=[CH:31][C:30]([C:33](=[O:40])[C:34]3[CH:39]=[CH:38][CH:37]=[CH:36][CH:35]=3)=[CH:29][CH:28]=2)=[CH:18][C:17]=1[CH2:41][O:42][C:43](=[O:51])[NH:44][CH:45]1[CH2:50][CH2:49][CH2:48][CH2:47][CH2:46]1)(C)(C)C>C(Cl)Cl>[C:33]([C:30]1[CH:29]=[CH:28][C:27]([O:26][CH2:25][CH2:24][CH2:23][O:22][C:19]2[CH:20]=[CH:21][C:16]([CH2:15][CH2:14][C:13]([OH:52])=[O:12])=[C:17]([CH2:41][O:42][C:43](=[O:51])[NH:44][CH:45]3[CH2:50][CH2:49][CH2:48][CH2:47][CH2:46]3)[CH:18]=2)=[CH:32][CH:31]=1)(=[O:40])[C:34]1[CH:35]=[CH:36][CH:37]=[CH:38][CH:39]=1. Procedure: Trifluoroacetic acid (0.031 mL, 0.4 mmol) was added to a solution of 3-{4-[3-(4-benzoyl-phenoxy)-propoxy]-2-cyclohexylcarbamoyloxymethyl-phenyl}-propionic acid tert-butyl ester (50 mg, 0.08 mmol) in CH2Cl2 (5 mL) at room temperature. The reaction mixture was stirred overnight and concentrated under vacuum to give the title compound. (39 mg, 88%). 1H-NMR (200 MHz, CDCl3): δ 7.83-7.72 (m, 4H), 7.57-7.43 (m, 3H), 7.12 (d, 1H, J=8.6), 6.98-82 (m, 4H), 5.10 (s, 2H), 4.82 (br s, 1H), 4.23 (t, 2H, J=5....